From a dataset of the Open Reaction Database (ORD), a public repository of structured organic reaction records. describe an organic reaction: reactants, conditions, products, and yield Reactants: O (water), C([O-])([O-])=O.[K+].[K+] (Potassium carbonate), C(C=C)Br (allyl bromide), FC=1C=C(C=CC1OCC1=C(C(=C(C=C1)C(F)(F)F)O)C=O)C1=CC=C(C=C1)CC(=O)OCC=C (allyl (3′-fluoro-4′-{[2-formyl-3-hydroxy-4-(trifluoromethyl)benzyl]oxy}-1,1′-biphenyl-4-yl)acetate). Solvent: CN(C=O)C (N,N-dimethylformamide). Reaction conditions: temperature 50 celsius, time 1.5 hour. Yields the product C(C=C)OC=1C(=C(COC2=C(C=C(C=C2)C2=CC=C(C=C2)CC(=O)OCC=C)F)C=CC1C(F)(F)F)C=O (allyl (4′-{[3-(allyloxy)-2-formyl-4-(trifluoromethyl)benzyl]oxy}-3′-fluoro-1,1′-biphenyl-4-yl)acetate). Isolated yield 23.7%. Reaction SMILES: C(=O)([O-])[O-].[K+].[K+].[CH2:7](Br)[CH:8]=[CH2:9].[F:11][C:12]1[CH:13]=[C:14]([C:33]2[CH:38]=[CH:37][C:36]([CH2:39][C:40]([O:42][CH2:43][CH:44]=[CH2:45])=[O:41])=[CH:35][CH:34]=2)[CH:15]=[CH:16][C:17]=1[O:18][CH2:19][C:20]1[CH:25]=[CH:24][C:23]([C:26]([F:29])([F:28])[F:27])=[C:22]([OH:30])[C:21]=1[CH:31]=[O:32].O>CN(C)C=O>[CH2:7]([O:30][C:22]1[C:21]([CH:31]=[O:32])=[C:20]([CH:25]=[CH:24][C:23]=1[C:26]([F:29])([F:27])[F:28])[CH2:19][O:18][C:17]1[CH:16]=[CH:15][C:14]([C:33]2[CH:34]=[CH:35][C:36]([CH2:39][C:40]([O:42][CH2:43][CH:44]=[CH2:45])=[O:41])=[CH:37][CH:38]=2)=[CH:13][C:12]=1[F:11])[CH:8]=[CH2:9] |f:0.1.2|. Procedure: Potassium carbonate (148 mg, 1.07 mmol) and allyl bromide (0.091 ml, 1.1 mmol) were successively added to a solution of allyl (3′-fluoro-4′-{[2-formyl-3-hydroxy-4-(trifluoromethyl)benzyl]oxy}-1,1′-biphenyl-4-yl)acetate (476 mg, 0.975 mmol) obtained in Example (12-4) in N,N-dimethylformamide (5 ml), and the mixture was stirred at 50° C. for 1.5 hours. After the reaction mixture was poured into water and the mixture was extracted with ethyl acetate, the organic layer was successively washed with w... The reactants are COC(C1=CC=C(C=C1)CN1C(SCC1=O)=NC1=C(C=CC(=C1)C(C)=O)NCC)=O (4-[2-(5-acetyl-2-ethylaminophenylimino)-4-oxothiazolidin-3-ylmethyl]benzoic acid methyl ester), C1(=CC=C(C=C1)S(=O)(=O)[O-])C.C[N+]1=C(SC2=C1C=CC=C2)SC (3-methyl-2-(methylthio)benzothiazol-3-ium p-toluenesulfonate). The product is C(C)(=O)C=1C=CC(=C(C1)N=C1SC(C(N1CC1=CC=C(C(=O)OC)C=C1)=O)=C1SC2=C(N1C)C=CC=C2)NCC (methyl 4-[2-(5-acetyl-2-ethylaminophenylimino)-5-(3-methyl-3H-benzothiazol-2-ylidene)-4-oxothiazolidin-3-ylmethyl]benzoate). Reaction SMILES: [CH3:1][O:2][C:3](=[O:30])[C:4]1[CH:9]=[CH:8][C:7]([CH2:10][N:11]2[C:15](=[O:16])[CH2:14][S:13][C:12]2=[N:17][C:18]2[CH:23]=[C:22]([C:24](=[O:26])[CH3:25])[CH:21]=[CH:20][C:19]=2[NH:27][CH2:28][CH3:29])=[CH:6][CH:5]=1.C1(C)C=CC(S([O-])(=O)=O)=CC=1.[CH3:42][N+:43]1[C:47]2[CH:48]=[CH:49][CH:50]=[CH:51][C:46]=2[S:45][C:44]=1SC>>[C:24]([C:22]1[CH:21]=[CH:20][C:19]([NH:27][CH2:28][CH3:29])=[C:18]([N:17]=[C:12]2[N:11]([CH2:10][C:7]3[CH:8]=[CH:9][C:4]([C:3]([O:2][CH3:1])=[O:30])=[CH:5][CH:6]=3)[C:15](=[O:16])[C:14](=[C:44]3[N:43]([CH3:42])[C:47]4[CH:48]=[CH:49][CH:50]=[CH:51][C:46]=4[S:45]3)[S:13]2)[CH:23]=1)(=[O:26])[CH3:25] |f:1.2|. Reported procedure: The title compound was prepared from intermediate 4-[2-(5-acetyl-2-ethylaminophenylimino)-4-oxothiazolidin-3-ylmethyl]benzoic acid methyl ester and 3-methyl-2-(methylthio)benzothiazol-3-ium p-toluenesulfonate in a manner similar to Example 45. 1H-NMR (CDCl3): δ 8.03 (2H, d), 7.64–7.70 (2H, m), 7.49–7.55 (3H, m), 7.36 (1H, m), 7.20 (1H, m), 7.08 (1H, d), 6.51 (1H, d), 5.24 (2H, s), 4.15 (1H, br t), 3.91 (3H, s), 3.80 (3H, s), 3.04 (2H, m), 2.51 (3H, s), 1.01 (3H, s); MS(ESI): 573 (MH+). As a reaction SMILES: [H-].[Na+].[CH3:3][O:4][C:5]1[CH:13]=[CH:12][CH:11]=[C:10]2[C:6]=1[C:7]([C:14]([NH2:16])=[O:15])=[CH:8][NH:9]2.[CH2:17]([S:21][C:22]1[N:27]=[C:26](Cl)[CH:25]=[CH:24][N:23]=1)[CH2:18][CH2:19][CH3:20]>CN(C=O)C>[CH2:17]([S:21][C:22]1[N:23]=[C:24]([N:9]2[C:10]3[C:6](=[C:5]([O:4][CH3:3])[CH:13]=[CH:12][CH:11]=3)[C:7]([C:14]([NH2:16])=[O:15])=[CH:8]2)[CH:25]=[CH:26][N:27]=1)[CH2:18][CH2:19][CH3:20] |f:0.1|. The yield is 98.8%. Run at time 20 minute. Procedure details: NaH (397 mg, 9.94 mmol, 60% dispersion) was added to a solution of 4-methoxy-1H-indole-3-carboxylic acid amide (1.575 g, 8.28 mmol) in dry DMF (5 mL) at 0° C., stirred for 20 min, and a solution of 2-butylsulfanyl-4-chloro-pyrimidine (1.846 g, 9.108 mmol) in DMF (4 mL) added at 0° C. The mixture was allowed to warm up to RT without stirring, whereupon a solid precipitated. Dry THF (20 mL) was added, and the mixture stirred overnight. Water was added to the mixture, and the resulting white solid ... Product: C(CCC)SC1=NC=CC(=N1)N1C=C(C2=C(C=CC=C12)OC)C(=O)N (1-(2-butylsulfanyl-pyrimidin-4-yl)-4-methoxy-1H-indole-3-carboxylic acid amide). Run in CN(C)C=O (DMF), CN(C)C=O (DMF). The reactants are [H-].[Na+] (NaH), COC1=C2C(=CNC2=CC=C1)C(=O)N (4-methoxy-1H-indole-3-carboxylic acid amide), C(CCC)SC1=NC=CC(=N1)Cl (2-butylsulfanyl-4-chloro-pyrimidine). Reaction SMILES: [CH3:30][NH:31][CH2:32][CH2:33][CH2:34][S:35][CH2:36][c:37]1[cH:38][cH:39][c:40]([C:43]([F:44])([F:45])[F:46])[cH:41][cH:42]1.[CH3:49][N:50]1[CH2:51][CH2:52][CH2:53][C:54]1=[O:55].[Cl-:48].[I:1][CH2:2][CH2:3][c:4]1[cH:5][cH:6][c:7]([CH:10]2[CH:11]3[c:12]4[cH:13][cH:14][c:15]([OH:29])[cH:16][c:17]4[CH2:18][CH2:19][CH:20]3[CH:21]3[CH2:22][CH2:23][CH:24]([OH:28])[C:25]3([CH3:26])[CH2:27]2)[cH:8][cH:9]1.[Na+:47]>>[CH2:2]([CH2:3][c:4]1[cH:5][cH:6][c:7]([CH:10]2[CH:11]3[c:12]4[cH:13][cH:14][c:15]([OH:29])[cH:16][c:17]4[CH2:18][CH2:19][CH:20]3[CH:21]3[CH2:22][CH2:23][CH:24]([OH:28])[C:25]3([CH3:26])[CH2:27]2)[cH:8][cH:9]1)[N:31]([CH3:30])[CH2:32][CH2:33][CH2:34][S:35][CH2:36][c:37]1[cH:38][cH:39][c:40]([C:43]([F:44])([F:45])[F:46])[cH:41][cH:42]1. Reactants: CNCCCSCc1ccc(C(F)(F)F)cc1, CN1CCCC1=O, [Cl-], CC12CC(c3ccc(CCI)cc3)C3c4ccc(O)cc4CCC3C1CCC2O, [Na+]. Yields the product CN(CCCSCc1ccc(C(F)(F)F)cc1)CCc1ccc(C2CC3(C)C(O)CCC3C3CCc4cc(O)ccc4C23)cc1.